describe an organic reaction: reactants, conditions, products, and yield From a dataset of the Open Reaction Database (ORD), a public repository of structured organic reaction records. Reactants: CC(O)(CCO)c1ccc(-c2ccc(F)cc2)cc1, BrP(Br)Br, c1ccncc1, c1ccccc1. Product: CC(O)(CCBr)c1ccc(-c2ccc(F)cc2)cc1. RXN SMILES: [F:1][c:2]1[cH:3][cH:4][c:5](-[c:8]2[cH:9][cH:10][c:11]([C:14]([CH2:15][CH2:16][OH:17])([CH3:18])[OH:19])[cH:12][cH:13]2)[cH:6][cH:7]1.[P:26]([Br:27])([Br:28])[Br:29].[cH:20]1[cH:21][cH:22][n:23][cH:24][cH:25]1.[cH:30]1[cH:31][cH:32][cH:33][cH:34][cH:35]1>>[F:1][c:2]1[cH:3][cH:4][c:5](-[c:8]2[cH:9][cH:10][c:11]([C:14]([CH2:15][CH2:16][Br:27])([CH3:18])[OH:19])[cH:12][cH:13]2)[cH:6][cH:7]1. Reactants: ClC=1C(=NC(=NC1)NC=1OC(=NN1)N1CCN(CC1)C1=NC=CC=C1)NC1=C(C=C(C=C1)P(=O)(C)C)S(=O)(=O)C(C)C (5-chloro-N4-[4-(dimethylphosphoryl)-2-(propan-2-ylsulfonyl)phenyl]-N2-{5-[4-(pyridin-2-yl)piperazin-1-yl]-1,3,4-oxadiazol-2-yl}pyrimidine-2,4-diamine), C(C1=CC=CC=C1)N (benzylamine). Product: C(C1=CC=CC=C1)NC1=NC=C(C(=N1)NC1=C(C=C(C=C1)P(=O)(C)C)S(=O)(=O)C(C)C)Cl (N2-benzyl-5-chloro-N4-[4-(dimethylphosphoryl)-2-(propan-2-ylsulfonyl)phenyl]pyrimidine-2,4-diamine). As a reaction SMILES: [Cl:1][C:2]1[C:3]([NH:26][C:27]2[CH:32]=[CH:31][C:30]([P:33]([CH3:36])([CH3:35])=[O:34])=[CH:29][C:28]=2[S:37]([CH:40]([CH3:42])[CH3:41])(=[O:39])=[O:38])=[N:4][C:5]([NH:8]C2OC(N3CCN(C4C=CC=CN=4)CC3)=NN=2)=[N:6][CH:7]=1.[CH2:43](N)[C:44]1[CH:49]=[CH:48][CH:47]=[CH:46][CH:45]=1>>[CH2:43]([NH:8][C:5]1[N:4]=[C:3]([NH:26][C:27]2[CH:32]=[CH:31][C:30]([P:33]([CH3:36])([CH3:35])=[O:34])=[CH:29][C:28]=2[S:37]([CH:40]([CH3:41])[CH3:42])(=[O:39])=[O:38])[C:2]([Cl:1])=[CH:7][N:6]=1)[C:44]1[CH:49]=[CH:48][CH:47]=[CH:46][CH:45]=1. Procedure details: This compound can be prepared as in Example 32 by reacting 2,5-dichloro-N-[4-(dimethylphosphoryl)-2-(propan-2-ylsulfonyl)phenyl]pyrimidin-4-amine (as described in Example 53) with benzylamine. Reactants: Cl.FC(C1CCNCC1)(F)F (4-trifluoromethyl piperidine hydrochloride), C(C)#N (acetonitrile), C(C)OC(=O)C1=C(N=C(S1)C1=CC=C(C=C1)C(F)(F)F)CBr (4-bromomethyl-2-(4-trifluoromethyl-phenyl)-thiazole-5-carboxylic acid ethyl ester), C([O-])([O-])=O.[K+].[K+] (potassium carbonate). The solvent is O (water). Reaction conditions: temperature 40 celsius. Product: C(C)OC(=O)C1=C(N=C(S1)C1=CC=C(C=C1)C(F)(F)F)CN1CCC(CC1)C(F)(F)F (2-(4-trifluoromethyl-phenyl)-4-(4-trifluoromethyl-piperidin-1-ylmethyl)-thiazole-5-carboxylic acid ethyl ester). Yield: 80.0%. Reaction SMILES: Cl.[F:2][C:3]([F:11])([F:10])[CH:4]1[CH2:9][CH2:8][NH:7][CH2:6][CH2:5]1.C(#N)C.[CH2:15]([O:17][C:18]([C:20]1[S:24][C:23]([C:25]2[CH:30]=[CH:29][C:28]([C:31]([F:34])([F:33])[F:32])=[CH:27][CH:26]=2)=[N:22][C:21]=1[CH2:35]Br)=[O:19])[CH3:16].C(=O)([O-])[O-].[K+].[K+]>O>[CH2:15]([O:17][C:18]([C:20]1[S:24][C:23]([C:25]2[CH:30]=[CH:29][C:28]([C:31]([F:33])([F:34])[F:32])=[CH:27][CH:26]=2)=[N:22][C:21]=1[CH2:35][N:7]1[CH2:8][CH2:9][CH:4]([C:3]([F:11])([F:10])[F:2])[CH2:5][CH2:6]1)=[O:19])[CH3:16] |f:0.1,4.5.6|. Procedure: To a solution of 107.7 g of 4-trifluoromethyl piperidine hydrochloride in 450 mL of water were added 2.7 L of acetonitrile, 224 g of 4-bromomethyl-2-(4-trifluoromethyl-phenyl)-thiazole-5-carboxylic acid ethyl ester and 157 g of potassium carbonate. The resulting mixture was heated to 40° C. for 2 h, allowed to cool to room temperature then concentrated under reduced pressure. The residue was taken into 2 L of dichloromethane then washed twice with 500 mL of water. The organic layer was dried ove... Reactants: CO, O=C(O)Cc1c(Cl)cc(-n2cnc3cccnc32)cc1Cl, Nc1cccc(C(F)(F)F)c1. Yields the product O=C(Cc1c(Cl)cc(-n2cnc3cccnc32)cc1Cl)Nc1cccc(C(F)(F)F)c1. RXN SMILES: [CH3:33][OH:34].[Cl:1][c:2]1[c:3]([CH2:18][C:19](=[O:20])[OH:21])[c:4]([Cl:17])[cH:5][c:6](-[n:8]2[cH:9][n:10][c:11]3[c:12]2[n:13][cH:14][cH:15][cH:16]3)[cH:7]1.[F:22][C:23]([c:24]1[cH:25][c:26]([NH2:27])[cH:28][cH:29][cH:30]1)([F:31])[F:32]>>[Cl:1][c:2]1[c:3]([CH2:18][C:19](=[O:20])[NH:27][c:26]2[cH:25][c:24]([C:23]([F:22])([F:31])[F:32])[cH:30][cH:29][cH:28]2)[c:4]([Cl:17])[cH:5][c:6](-[n:8]2[cH:9][n:10][c:11]3[c:12]2[n:13][cH:14][cH:15][cH:16]3)[cH:7]1. Reactants: C(CCC)[Li] (n-butyllithium), C1(=CC=CC=C1)CCC(CCC1=CC=CC=C1)=O (1,5diphenyl-3-pentanone). Reagents/catalysts: [Br-].C[P+](C1=CC=CC=C1)(C1=CC=CC=C1)C1=CC=CC=C1 (methyltriphenylphosphonium bromide). Run in O1CCCC1 (tetrahydrofuran), O1CCCC1 (tetrahydrofuran), CCCCCC (hexane). Conditions: temperature -78 celsius, time 2 hour. The product is C1(=CC=CC=C1)CCC(=C)CCC1=CC=CC=C1 (2-(2-Phenylethyl)-4-phenylbut-1-ene). Yield: 85.6%. RXN SMILES: [CH2:1]([Li])CCC.[C:6]1([CH2:12][CH2:13][C:14](=O)[CH2:15][CH2:16][C:17]2[CH:22]=[CH:21][CH:20]=[CH:19][CH:18]=2)[CH:11]=[CH:10][CH:9]=[CH:8][CH:7]=1>[Br-].C[P+](C1C=CC=CC=1)(C1C=CC=CC=1)C1C=CC=CC=1.O1CCCC1.CCCCCC>[C:6]1([CH2:12][CH2:13][C:14]([CH2:15][CH2:16][C:17]2[CH:22]=[CH:21][CH:20]=[CH:19][CH:18]=2)=[CH2:1])[CH:11]=[CH:10][CH:9]=[CH:8][CH:7]=1 |f:2.3|. Procedure details: A suspension of 1.59 g (4.45 mmol) of methyltriphenylphosphonium bromide in 100 ml of tetrahydrofuran was cooled to -78° C., treated with 2.2 ml (4.5 mmol) of n-butyllithium, warmed to 0° C, was recooled to -78° C. The resulting solution was treated via cannula with a solution of 1.59 g (4.45 mmol) of 1,5diphenyl-3-pentanone in 20 ml of tetrahydrofuran. After being allowed to stir at ambient temperature for 2 h, the solution was diluted with hexane, washed sequentially with water and saturated b... Starting materials: O=C1CCC(=O)N1Br, ClC(Cl)(Cl)Cl, COC(=O)c1ccc2c(C)csc2c1, CC(C)(C#N)N=NC(C)(C)C#N. Yields the product COC(=O)c1ccc2c(CBr)csc2c1. RXN SMILES: [Br:15][N:16]1[C:17](=[O:18])[CH2:19][CH2:20][C:21]1=[O:22].[C:35]([Cl:36])([Cl:37])([Cl:38])[Cl:39].[CH3:1][O:2][C:3](=[O:4])[c:5]1[cH:6][cH:7][c:8]2[c:9]([s:10][cH:11][c:12]2[CH3:13])[cH:14]1.[N:23]#[C:24][C:25]([N:26]=[N:27][C:28]([C:29]#[N:30])([CH3:31])[CH3:32])([CH3:33])[CH3:34]>>[CH3:1][O:2][C:3](=[O:4])[c:5]1[cH:6][cH:7][c:8]2[c:9]([s:10][cH:11][c:12]2[CH2:13][Br:15])[cH:14]1. Starting materials: C(=O)[C@H]1CN(C[C@H](C1)N(CC(C)C)C(=O)C1=NC2=C(N1CCCCOC)C=CC=C2)C(=O)OC(C)(C)C (tert-butyl (3R,5S)-3-formyl-5-[{[1-(4-methoxybutyl)-1H-benzimidazol-2-yl]carbonyl}(2-methylpropyl)amino]piperidine-1-carboxylate), [Cl-].[NH4+] (ammonium chloride), BrC1=NC=CC=C1 (bromopyridine), CCCCCC.C(CCC)[Li] (butyllithium hexane). Solvent: C1CCOC1 (THF), C1CCOC1 (THF). Conditions: time 30 minute. Yields the product OC([C@H]1CN(C[C@H](C1)N(CC(C)C)C(=O)C1=NC2=C(N1CCCCOC)C=CC=C2)C(=O)OC(C)(C)C)C2=NC=CC=C2 (tert-butyl (3R,5S)-3-[hydroxy(pyridin-2-yl)methyl]-5-[{[1-(4-methoxybutyl)-1H-benzimidazol-2-yl)carbonyl }(2-methylpropyl)amino)piperidine-1-carboxylate). As a reaction SMILES: Br[C:2]1[CH:7]=[CH:6][CH:5]=[CH:4][N:3]=1.CCCCCC.C([Li])CCC.[CH:19]([C@@H:21]1[CH2:26][C@H:25]([N:27]([C:32]([C:34]2[N:38]([CH2:39][CH2:40][CH2:41][CH2:42][O:43][CH3:44])[C:37]3[CH:45]=[CH:46][CH:47]=[CH:48][C:36]=3[N:35]=2)=[O:33])[CH2:28][CH:29]([CH3:31])[CH3:30])[CH2:24][N:23]([C:49]([O:51][C:52]([CH3:55])([CH3:54])[CH3:53])=[O:50])[CH2:22]1)=[O:20].[Cl-].[NH4+]>C1COCC1>[OH:20][CH:19]([C:2]1[CH:7]=[CH:6][CH:5]=[CH:4][N:3]=1)[C@@H:21]1[CH2:26][C@H:25]([N:27]([C:32]([C:34]2[N:38]([CH2:39][CH2:40][CH2:41][CH2:42][O:43][CH3:44])[C:37]3[CH:45]=[CH:46][CH:47]=[CH:48][C:36]=3[N:35]=2)=[O:33])[CH2:28][CH:29]([CH3:30])[CH3:31])[CH2:24][N:23]([C:49]([O:51][C:52]([CH3:53])([CH3:55])[CH3:54])=[O:50])[CH2:22]1 |f:1.2,4.5|. Procedure: To a solution of bromopyridine (0.058 ml) cooled to −78° C. in THF (5 ml) was added 1.6M-butyllithium hexane solution (0.33 ml) and the mixture was stirred for 30 min. A solution of tert-butyl (3R,5S)-3-formyl-5-[{[1-(4-methoxybutyl)-1H-benzimidazol-2-yl]carbonyl}(2-methylpropyl)amino]piperidine-1-carboxylate (257 mg) in THF (5 ml) was added and the mixture was stirred at −20° C. for 2 hr. The reaction mixture was poured into saturated aqueous ammonium chloride solution, and the mixture was extr...